This data is from the Open Reaction Database (ORD), a public repository of structured organic reaction records. The task is: describe an organic reaction: reactants, conditions, products, and yield The reactants are C1(=CC=CC=C1)C1C(NC(S1)=N)=O (5-phenyl-2-imino-4-thiazolidinone), [OH-].[Ba+2].[OH-] (barium hydroxide). Solvent: C(C)O (ethanol). The product is SC(C(=O)O)C1=CC=CC=C1 (α-mercaptophenylacetic acid). Yield: 70.0%. As a reaction SMILES: [C:1]1([CH:7]2[S:11]C(=N)N[C:8]2=[O:13])[CH:6]=[CH:5][CH:4]=[CH:3][CH:2]=1.[OH-:14].[Ba+2].[OH-]>C(O)C>[SH:11][CH:7]([C:1]1[CH:6]=[CH:5][CH:4]=[CH:3][CH:2]=1)[C:8]([OH:13])=[O:14] |f:1.2.3|. Reported procedure: Hydrolysis of 142 g of 5-phenyl-2-imino-4-thiazolidinone with barium hydroxide in 20% aqueous ethanol gave 55 g of α-mercaptophenylacetic acid (70% yield). Starting materials: C(=O)(C(F)(F)F)O (TFA), C(C)(C)(C)OC(=O)N1CC2=C(CC1)N=C(S2)NC(=O)NC (2-(3-methyl-ureido)-6,7-dihydro-4H-thiazolo-[5,4-c]pyridine-5-carboxylic acid tert-butyl ester). The solvent is C(Cl)(Cl)Cl (chloroform), C(Cl)(Cl)Cl (chloroform). Conditions: time 2 hour. Yields the product CNC(=O)NC=1SC=2CNCCC2N1 (1-Methyl-3-(4,5,6,7-tetrahydro-thiazolo[5,4-c]pyridin-2-yl)-urea). Yield: 96.0%. As a reaction SMILES: C(O)(C(F)(F)F)=O.C(OC([N:15]1[CH2:20][CH2:19][C:18]2[N:21]=[C:22]([NH:24][C:25]([NH:27][CH3:28])=[O:26])[S:23][C:17]=2[CH2:16]1)=O)(C)(C)C>C(Cl)(Cl)Cl>[CH3:28][NH:27][C:25]([NH:24][C:22]1[S:23][C:17]2[CH2:16][NH:15][CH2:20][CH2:19][C:18]=2[N:21]=1)=[O:26]. Reported procedure: 10% TFA in 60 ml chloroform was added to 2.3 g 2-(3-methyl-ureido)-6,7-dihydro-4H-thiazolo-[5,4-c]pyridine-5-carboxylic acid tert-butyl ester in 28 ml chloroform and stirred for 2 h at RT. The mixture was concentrated, the residue was diluted with chloroform and basified with 2.5 M aqueous potassium carbonate solution and extracted with chloroform. The organic layer was concentrated. The residue was washed with a mixture of 50% ethyl acetate and 50% hexane to yield 1.5 g of the desired product. ... The reactants are CO, CC(Nc1cc2c(cc1C#N)ncn2-c1cc(C2CC2)[nH]n1)c1ccc(F)cc1, Cl, [H][H]. The product is CC(Nc1cc2c(cc1CN)ncn2-c1cc(C2CC2)[nH]n1)c1ccc(F)cc1. Reaction SMILES: [CH3:33][OH:34].[CH:1]1([c:4]2[cH:5][c:6](-[n:9]3[cH:10][n:11][c:12]4[c:13]3[cH:14][c:15]([NH:20][CH:21]([CH3:22])[c:23]3[cH:24][cH:25][c:26]([F:29])[cH:27][cH:28]3)[c:16]([C:18]#[N:19])[cH:17]4)[n:7][nH:8]2)[CH2:2][CH2:3]1.[ClH:30].[H:31][H:32]>>[CH:1]1([c:4]2[cH:5][c:6](-[n:9]3[cH:10][n:11][c:12]4[c:13]3[cH:14][c:15]([NH:20][CH:21]([CH3:22])[c:23]3[cH:24][cH:25][c:26]([F:29])[cH:27][cH:28]3)[c:16]([CH2:18][NH2:19])[cH:17]4)[n:7][nH:8]2)[CH2:2][CH2:3]1. Starting materials: [H-].[Na+] (sodium hydride), C(C)(C)(C)OC(NC(C)C=1C=NC(=CC1I)F)=O ([1-(6-fluoro-4-iodo-pyridin-3-yl)-ethyl]-carbamic acid tert-butyl ester), ICC (iodoethane). Solvent: CN(C=O)C (dimethylformamide). Run at time 30 minute. The product is C(C)(C)(C)OC(N(C(C)C=1C=NC(=CC1I)F)CC)=O (ethyl-[1-(6-fluoro-4-iodo-pyridin-3-yl)-ethyl]-carbamic acid tert-butyl ester). Yield: 101.5%. As a reaction SMILES: [H-].[Na+].[C:3]([O:7][C:8](=[O:20])[NH:9][CH:10]([C:12]1[CH:13]=[N:14][C:15]([F:19])=[CH:16][C:17]=1[I:18])[CH3:11])([CH3:6])([CH3:5])[CH3:4].I[CH2:22][CH3:23]>CN(C)C=O>[C:3]([O:7][C:8](=[O:20])[N:9]([CH2:22][CH3:23])[CH:10]([C:12]1[CH:13]=[N:14][C:15]([F:19])=[CH:16][C:17]=1[I:18])[CH3:11])([CH3:4])([CH3:5])[CH3:6] |f:0.1|. Reported procedure: Add sodium hydride (84.0 mg, 2.1 mmol, 60% dispersion in mineral oil) to a solution of [1-(6-fluoro-4-iodo-pyridin-3-yl)-ethyl]-carbamic acid tert-butyl ester (0.37 g, 1.0 mmol) in dimethylformamide (10 mL). Stir at room temperature for 30 min. Add iodoethane (0.2 mL, 2.1 mmol). Stir for 1 hour. Quench the reaction with water. Extract with CH2Cl2. Wash the organic layer with water and saturated aqueous sodium chloride. Dry over MgSO4. After filtration, afford crude product ethyl-[1-(6-fluoro-4-i... The product is O=C(O)Cn1cnnn1. RXN SMILES: [CH2:1]([O:2][C:3](=[O:4])[c:8]1[n:9][n:10][n:11][n:12]1[CH2:13][C:14](=[O:15])[OH:16])[CH:5]([CH3:6])[CH3:7].[ClH:17].[OH2:18]>>[cH:8]1[n:9][n:10][n:11][n:12]1[CH2:13][C:14](=[O:15])[OH:16]. Starting materials: CC(C)COC(=O)c1nnnn1CC(=O)O, Cl, O.